This data is from the Open Reaction Database (ORD), a public repository of structured organic reaction records. The task is: describe an organic reaction: reactants, conditions, products, and yield Reactants: CCc1c(OCC2CCCCC2)cccc1C(=O)O, C1CCOC1, CCO, Cl, [Na+], [OH-]. Product: O=C(O)c1cccc(OCC2CCCCC2)c1. RXN SMILES: [CH2:1]([CH3:2])[c:3]1[c:4]([C:5](=[O:6])[OH:7])[cH:8][cH:9][cH:10][c:11]1[O:12][CH2:13][CH:14]1[CH2:15][CH2:16][CH2:17][CH2:18][CH2:19]1.[CH2:26]1[O:27][CH2:28][CH2:29][CH2:30]1.[CH3:23][CH2:24][OH:25].[ClH:22].[Na+:21].[OH-:20]>>[cH:3]1[c:4]([C:5](=[O:6])[OH:7])[cH:8][cH:9][cH:10][c:11]1[O:12][CH2:13][CH:14]1[CH2:15][CH2:16][CH2:17][CH2:18][CH2:19]1. The reactants are C1CCOC1, CCCCCC, CCOC(=O)N=NC(=O)OCC, O=Cc1ccc(O)cc1, c1ccc(P(c2ccccc2)c2ccccc2)cc1, OCCCCCCOc1ccc2ccccc2c1. The product is O=Cc1ccc(OCCCCCCOc2ccc3ccccc3c2)cc1. Reaction SMILES: [CH2:59]1[O:60][CH2:61][CH2:62][CH2:63]1.[CH3:64][CH2:65][CH2:66][CH2:67][CH2:68][CH3:69].[O:47]=[C:48]([O:49][CH2:50][CH3:51])[N:52]=[N:53][C:54]([O:55][CH2:56][CH3:57])=[O:58].[OH:1][c:2]1[cH:3][cH:4][c:5]([CH:6]=[O:7])[cH:8][cH:9]1.[c:28]1([P:29]([c:30]2[cH:31][cH:32][cH:33][cH:34][cH:35]2)[c:36]2[cH:37][cH:38][cH:39][cH:40][cH:41]2)[cH:42][cH:43][cH:44][cH:45][cH:46]1.[cH:10]1[c:11]([O:20][CH2:21][CH2:22][CH2:23][CH2:24][CH2:25][CH2:26][OH:27])[cH:12][cH:13][c:14]2[cH:15][cH:16][cH:17][cH:18][c:19]12>>[O:1]([c:2]1[cH:3][cH:4][c:5]([CH:6]=[O:7])[cH:8][cH:9]1)[CH2:26][CH2:25][CH2:24][CH2:23][CH2:22][CH2:21][O:20][c:11]1[cH:10][c:19]2[c:14]([cH:13][cH:12]1)[cH:15][cH:16][cH:17][cH:18]2. Reactants: CCc1ccc(C(=O)Cl)cc1, O=C(c1cccs1)N(CC1C2CNCC21)c1ccc(N2CCOCC2)c(F)c1, CCN(C(C)C)C(C)C, ClCCl. Yields the product CCc1ccc(C(=O)N2CC3C(C2)C3CN(C(=O)c2cccs2)c2ccc(N3CCOCC3)c(F)c2)cc1. RXN SMILES: [CH2:38]([CH3:39])[c:40]1[cH:41][cH:42][c:43]([C:44](=[O:45])[Cl:46])[cH:47][cH:48]1.[CH:1]12[CH2:2][NH:3][CH2:4][CH:5]1[CH:6]2[CH2:7][N:8]([C:9](=[O:10])[c:11]1[s:12][cH:13][cH:14][cH:15]1)[c:16]1[cH:17][c:18]([F:28])[c:19]([N:22]2[CH2:23][CH2:24][O:25][CH2:26][CH2:27]2)[cH:20][cH:21]1.[CH:29]([N:30]([CH2:31][CH3:32])[CH:33]([CH3:34])[CH3:35])([CH3:36])[CH3:37].[Cl:49][CH2:50][Cl:51]>>[CH:1]12[CH2:2][N:3]([C:44]([c:43]3[cH:42][cH:41][c:40]([CH2:38][CH3:39])[cH:48][cH:47]3)=[O:45])[CH2:4][CH:5]1[CH:6]2[CH2:7][N:8]([C:9](=[O:10])[c:11]1[s:12][cH:13][cH:14][cH:15]1)[c:16]1[cH:17][c:18]([F:28])[c:19]([N:22]2[CH2:23][CH2:24][O:25][CH2:26][CH2:27]2)[cH:20][cH:21]1.